Dataset: the Open Reaction Database (ORD), a public repository of structured organic reaction records. Task: describe an organic reaction: reactants, conditions, products, and yield Reactants: C(C)(C)(C)OC(=O)N1CCC(CC1)C1=CN=C2N1C=C(C=C2)Br (1-(t-Butoxycarbonyl)-4-(6-bromo-imidazo[1,2-a]pyridin-3-yl)-piperidine), C(CCC)[Sn](C=C)(CCCC)CCCC (tributyl(vinyl)tin). Reagents/catalysts: Cl[Pd]([P](C1=CC=CC=C1)(C2=CC=CC=C2)C3=CC=CC=C3)([P](C4=CC=CC=C4)(C5=CC=CC=C5)C6=CC=CC=C6)Cl (dichlorobis (triphenyl phosphine)-palladium(II)). The solvent is C1(=CC=CC=C1)C (toluene). Product: C(C)(C)(C)OC(=O)N1CCC(CC1)C1=CN=C2N1C=C(C=C2)C=C (1-(t-Butoxycarbonyl)-4-(6-vinyl-imidazo[1,2-a]pyridin-3-yl)-piperidine). Isolated yield 110.0%. RXN SMILES: [C:1]([O:5][C:6]([N:8]1[CH2:13][CH2:12][CH:11]([C:14]2[N:18]3[CH:19]=[C:20](Br)[CH:21]=[CH:22][C:17]3=[N:16][CH:15]=2)[CH2:10][CH2:9]1)=[O:7])([CH3:4])([CH3:3])[CH3:2].[CH2:24]([Sn](CCCC)(CCCC)C=C)[CH2:25]CC>C1(C)C=CC=CC=1.Cl[Pd](Cl)([P](C1C=CC=CC=1)(C1C=CC=CC=1)C1C=CC=CC=1)[P](C1C=CC=CC=1)(C1C=CC=CC=1)C1C=CC=CC=1>[C:1]([O:5][C:6]([N:8]1[CH2:13][CH2:12][CH:11]([C:14]2[N:18]3[CH:19]=[C:20]([CH:24]=[CH2:25])[CH:21]=[CH:22][C:17]3=[N:16][CH:15]=2)[CH2:10][CH2:9]1)=[O:7])([CH3:4])([CH3:3])[CH3:2] |^1:48,67|. Procedure details: To a solution of 95 mg of 1-(t-butoxycarbonyl)-4-(6-bromo-imidazo[1,2-a]pyridin-3-yl)-piperidine (from Example 274, Step A), and 158 mg of tributyl(vinyl)tin in 6 mL toluene was added 5.3 mg of dichlorobis (triphenyl phosphine)-palladium(II). The mixture was refluxed for 2 hours. The reaction was cooled down to r.t. and partitioned between CH2Cl2and water. Aqueous layer was extracted with CH2Cl2 (3×). The combined organic phase was washed with brine and dried over MgSO4. After concentration, the... Reactants: FC1=C(C=C(C=C1)C=1N=C2SC=CN2C1C1=NC(=NC=C1)N[C@H]1CN(CCC1)C(=O)OC(C)(C)C)OC (tert-butyl (3R)-3-({4-[6-(4-fluoro-3-methoxyphenyl)imidazo[2,1-b][1,3]thiazol-5-yl]pyrimidin-2-yl}amino)piperidine-1-carboxylate), Cl (HCl). The solvent is O1CCOCC1 (dioxane), CCOCC (ether), O1CCOCC1 (dioxane). Conditions: time 2 hour. The product is Cl.FC1=C(C=C(C=C1)C=1N=C2SC=CN2C1C1=NC(=NC=C1)N[C@H]1CNCCC1)OC (4-[6-(4-fluoro-3-methoxyphenyl)imidazo[2,1-b][1,3]thiazol-5-yl]-N-[(3R)-piperidin-3-yl]pyrimidin-2-amine hydrochloride). The yield is 95.0%. As a reaction SMILES: [F:1][C:2]1[CH:7]=[CH:6][C:5]([C:8]2[N:9]=[C:10]3[N:14]([C:15]=2[C:16]2[CH:21]=[CH:20][N:19]=[C:18]([NH:22][C@@H:23]4[CH2:28][CH2:27][CH2:26][N:25](C(OC(C)(C)C)=O)[CH2:24]4)[N:17]=2)[CH:13]=[CH:12][S:11]3)=[CH:4][C:3]=1[O:36][CH3:37].[ClH:38]>O1CCOCC1.CCOCC>[ClH:38].[F:1][C:2]1[CH:7]=[CH:6][C:5]([C:8]2[N:9]=[C:10]3[N:14]([C:15]=2[C:16]2[CH:21]=[CH:20][N:19]=[C:18]([NH:22][C@@H:23]4[CH2:28][CH2:27][CH2:26][NH:25][CH2:24]4)[N:17]=2)[CH:13]=[CH:12][S:11]3)=[CH:4][C:3]=1[O:36][CH3:37] |f:4.5|. Procedure: The tert-butyl (3R)-3-({4-[6-(4-fluoro-3-methoxyphenyl)imidazo[2,1-b][1,3]thiazol-5-yl]pyrimidin-2-yl}amino)piperidine-1-carboxylate (0.785 g, 1.50 mmol) was dissolved in 15 ml of dioxane and treated with 7.5 ml of anhydrous 4N HCl in dioxane at room temperature. The reaction mixture was stirred at room temperature for two hours. The mixture was then diluted with 25 ml of ether and stirred until product separated as a solid. Solid product was filtered and washed with ether. The solid was dissolv...